Dataset: the Open Reaction Database (ORD), a public repository of structured organic reaction records. Task: describe an organic reaction: reactants, conditions, products, and yield The reactants are hydrochloride salt, N=C1N(CCC1)C (2-imino-1-methylpyrrolidine), CC1=C(C(=CC(=C1)C)C)N=C=O (2,4,6-trimethylphenylisocyanate), ( 4 ). Run in C1=CC=CC=C1 (benzene). The product is C1(=C(C(=CC(=C1)C)C)NC(=O)N=C1N(CCC1)C)C (1-mesityl-3-(1-methyl-2-pyrrolidylidene)urea). Reaction SMILES: [NH:1]=[C:2]1[CH2:6][CH2:5][CH2:4][N:3]1[CH3:7].[CH3:8][C:9]1[CH:14]=[C:13]([CH3:15])[CH:12]=[C:11]([CH3:16])[C:10]=1[N:17]=[C:18]=[O:19]>C1C=CC=CC=1>[C:9]1([CH3:8])[CH:14]=[C:13]([CH3:15])[CH:12]=[C:11]([CH3:16])[C:10]=1[NH:17][C:18]([N:1]=[C:2]1[CH2:6][CH2:5][CH2:4][N:3]1[CH3:7])=[O:19]. Reported procedure: The hydrochloride salt of 2-imino-1-methylpyrrolidine (6.73 g.; 0.05 mole) is converted to free base (4.0 g.; 0.05 mole) by adding 10 ml. of 50% NaOH to an aqueous slurry (minimal amount of water) of the salt and benzene extraction. After drying over K2CO3, the benzene solution is stirred at room temperature and 8.06 g. (0.05 mole) of 2,4,6-trimethylphenylisocyanate [made according to the method of K. Inukai and Y. Maki, Kogyo Kagaku Zasshi, 70 (4), 491-4 (1967)] dissolved in anhydrous benzene i... Starting materials: CC(C)(C)OC(=O)Nc1ccc(Cc2cc(N)ncn2)cc1, ClCCl, Cl, N, C1COCCO1. The product is Nc1ccc(Cc2cc(N)ncn2)cc1. As a reaction SMILES: [C:8]([O:9][C:10](=[O:11])[NH:14][c:15]1[cH:16][cH:17][c:18]([CH2:21][c:22]2[n:23][cH:24][n:25][c:26]([NH2:28])[cH:27]2)[cH:19][cH:20]1)([CH3:12])([CH3:13])[CH3:29].[Cl:31][CH2:32][Cl:33].[ClH:1].[NH3:30].[O:2]1[CH2:3][CH2:4][O:5][CH2:6][CH2:7]1>>[NH2:14][c:15]1[cH:16][cH:17][c:18]([CH2:21][c:22]2[n:23][cH:24][n:25][c:26]([NH2:28])[cH:27]2)[cH:19][cH:20]1. Starting materials: C(CCC)N (n-butylamine), C(#N)C1=C(C=C(CBr)C=C1)F (4-cyano-3-fluorobenzylbromide). The solvent is CN(C=O)C (dimethylformamide), CN(C=O)C (dimethylformamide). Product: C(CCC)NCC1=CC(=C(C#N)C=C1)F (4-Butylaminomethyl-2-fluoro-benzonitrile). As a reaction SMILES: [CH2:1]([NH2:5])[CH2:2][CH2:3][CH3:4].[C:6]([C:8]1[CH:15]=[CH:14][C:11]([CH2:12]Br)=[CH:10][C:9]=1[F:16])#[N:7]>CN(C)C=O>[CH2:1]([NH:5][CH2:12][C:11]1[CH:14]=[CH:15][C:8]([C:6]#[N:7])=[C:9]([F:16])[CH:10]=1)[CH2:2][CH2:3][CH3:4]. Procedure: 4.64 ml n-butylamine was dissolved in 30 ml dimethylformamide. 667 mg commercially available 4-cyano-3-fluorobenzylbromide, dissolved in 10 ml dimethylformamide was added dropwise. The reaction mixture was stirred at room temperature for thirty minutes. The solvent was removed in vacuo and the residue purified by chromatography on silica gel with the eluent n-heptane:ethyl acetate=1:4=>ethyl acetate:methanol=4:1 to obtain 360 mg 4-Butylaminomethyl-2-fluoro-benzonitrile. The reactants are ClCCCC#CC1=CC=C(C=C1)NC(C(F)(F)F)=O (N-(4-(5-chloropent-1-yn-1-yl)phenyl)-2,2,2-trifluoroacetamide), [Br-].[Li+] (lithium bromide), [Br-].[Li+] (lithium bromide). Run in CCC(CC)=O (3-pentanone). Yields the product BrCCCC#CC1=CC=C(C=C1)NC(C(F)(F)F)=O (N-(4-(5-bromopent-1-yn-1-yl)phenyl)-2,2,2-trifluoroacetamide). As a reaction SMILES: Cl[CH2:2][CH2:3][CH2:4][C:5]#[C:6][C:7]1[CH:12]=[CH:11][C:10]([NH:13][C:14](=[O:19])[C:15]([F:18])([F:17])[F:16])=[CH:9][CH:8]=1.[Br-:20].[Li+]>CCC(=O)CC>[Br:20][CH2:2][CH2:3][CH2:4][C:5]#[C:6][C:7]1[CH:12]=[CH:11][C:10]([NH:13][C:14](=[O:19])[C:15]([F:18])([F:17])[F:16])=[CH:9][CH:8]=1 |f:1.2|. Procedure details: A solution of Intermediate 25 (approximately 10 mmol) in 3-pentanone (200 mL) was treated with lithium bromide (10 eq, 100 mmol). The mixture was heated to reflux for 16 hours, followed by concentration to dryness under reduced pressure. The residue was taken up in ethyl acetate and washed with water. The concentrated organic phase was taken up again in 3-pentanone (200 mL) and heated to reflux for four hours in the presence of lithium bromide (10 eq, 100 mmol). The mixture was concentrated to d... Starting materials: C(C1=CC=CC=C1)(C1=CC=CC=C1)OC(=O)C(C(=O)NC1[C@@H]2N(C(C(C2=O)C)C(=O)OCOC(C(C)(C)C)=O)C1=O)C1=CC=CC=C1 (Pivaloyloxymethyl 6-(2-Benzhydryloxycarbonyl-2-phenylacetamido)-2-methyl-1-oxocarbapenam-3-carboxylate), C(C1=CC=CC=C1)OC(=O)C(C(=O)NC1[C@@H]2N(C(C(C2O)C)C(=O)OCOC(C(C)(C)C)=O)C1=O)C1=CC=CC=C1 (pivaloyloxymethyl 6-(2-benzyloxycarbonyl-2-phenylacetamido)-1-hydroxy-2-methylcarbapenam-3-carboxylate), OC1C(C(N2[C@H]1C(C2=O)NC(C(C2=CC=CC=C2)C(=O)OCC2=CC1=CC=CC=C1C=C2)=O)C(=O)OCOC(C(C)(C)C)=O)C (pivaloyloxymethyl 1-hydroxy-2-methyl-6-[2-(2-naphthylmethoxycarbonyl)-2-phenylacetamido]-carbapenam-3-carboxylate). The product is C(C1=CC=CC=C1)(C1=CC=CC=C1)OC(=O)C(C(=O)NC1[C@@H]2N(C(C(C2O)C)C(=O)OCOC(C(C)(C)C)=O)C1=O)C1=CC=CC=C1 (Pivaloyloxymethyl 6-(2-Benzhydryloxycarbonyl-2-phenylacetamido)-1-hydroxy-2-methylcarbapenam-3-carboxylate). RXN SMILES: [CH:1]([O:14][C:15]([CH:17]([C:42]1[CH:47]=[CH:46][CH:45]=[CH:44][CH:43]=1)[C:18]([NH:20][CH:21]1[C:40](=[O:41])[N:23]2[CH:24]([C:29]([O:31][CH2:32][O:33][C:34](=[O:39])[C:35]([CH3:38])([CH3:37])[CH3:36])=[O:30])[CH:25]([CH3:28])[C:26](=[O:27])[C@H:22]12)=[O:19])=[O:16])([C:8]1[CH:13]=[CH:12][CH:11]=[CH:10][CH:9]=1)[C:2]1[CH:7]=[CH:6][CH:5]=[CH:4][CH:3]=1.C(OC(C(C1C=CC=CC=1)C(NC1C(=O)N2C(C(OCOC(=O)C(C)(C)C)=O)C(C)C(O)[C@H]12)=O)=O)C1C=CC=CC=1.OC1[C@@H]2C(NC(=O)C(C(OCC3C=CC4C(=CC=CC=4)C=3)=O)C3C=CC=CC=3)C(=O)N2C(C(OCOC(=O)C(C)(C)C)=O)C1C>>[CH:1]([O:14][C:15]([CH:17]([C:42]1[CH:43]=[CH:44][CH:45]=[CH:46][CH:47]=1)[C:18]([NH:20][CH:21]1[C:40](=[O:41])[N:23]2[CH:24]([C:29]([O:31][CH2:32][O:33][C:34](=[O:39])[C:35]([CH3:37])([CH3:38])[CH3:36])=[O:30])[CH:25]([CH3:28])[CH:26]([OH:27])[C@H:22]12)=[O:19])=[O:16])([C:2]1[CH:3]=[CH:4][CH:5]=[CH:6][CH:7]=1)[C:8]1[CH:13]=[CH:12][CH:11]=[CH:10][CH:9]=1. Procedure details: By the same method, the other 4-oxocarbapenam esters of Example 53 are converted to the corresponding pivaloyloxymethyl 6-(2-benzyloxycarbonyl-2-phenylacetamido)-1-hydroxy-2-methylcarbapenam-3-carboxylate and pivaloyloxymethyl 1-hydroxy-2-methyl-6-[2-(2-naphthylmethoxycarbonyl)-2-phenylacetamido]-carbapenam-3-carboxylate. The reactants are NCc1ccccc1, O, C=CP(=O)(C=C)c1ccccc1. Yields the product O=P1(c2ccccc2)CCN(Cc2ccccc2)CC1. Reaction SMILES: [NH2:13][CH2:14][c:15]1[cH:16][cH:17][cH:18][cH:19][cH:20]1.[OH2:21].[c:1]1([P:7]([CH:8]=[CH2:9])([CH:10]=[CH2:11])=[O:12])[cH:2][cH:3][cH:4][cH:5][cH:6]1>>[c:1]1([P:7]2(=[O:12])[CH2:8][CH2:9][N:13]([CH2:14][c:15]3[cH:16][cH:17][cH:18][cH:19][cH:20]3)[CH2:11][CH2:10]2)[cH:2][cH:3][cH:4][cH:5][cH:6]1. Reactants: ice water, C(C)(=O)C1=CC=C(C=C1)C1=CC=C(C=C1)C(=O)OCC1=CC=C(C=C1)Cl (p-chlorobenzyl 4'-acetyl-4-biphenylcarboxylate), C(Cl)(Cl)Cl (chloroform), [BH4-].[Na+] (sodium borohydride). Solvent: C(C)O (ethanol). Product: OC(C)C1=CC=C(C=C1)C1=CC=C(C=C1)C(=O)OCC1=CC=C(C=C1)Cl (p-chlorobenzyl 4'-(1-hydroxyethyl)-4-biphenylcarboxylate). Isolated yield 99.5%. As a reaction SMILES: [C:1]([C:4]1[CH:9]=[CH:8][C:7]([C:10]2[CH:15]=[CH:14][C:13]([C:16]([O:18][CH2:19][C:20]3[CH:25]=[CH:24][C:23]([Cl:26])=[CH:22][CH:21]=3)=[O:17])=[CH:12][CH:11]=2)=[CH:6][CH:5]=1)(=[O:3])[CH3:2].C(Cl)(Cl)Cl.[BH4-].[Na+]>C(O)C>[OH:3][CH:1]([C:4]1[CH:9]=[CH:8][C:7]([C:10]2[CH:15]=[CH:14][C:13]([C:16]([O:18][CH2:19][C:20]3[CH:21]=[CH:22][C:23]([Cl:26])=[CH:24][CH:25]=3)=[O:17])=[CH:12][CH:11]=2)=[CH:6][CH:5]=1)[CH3:2] |f:2.3|. Procedure: 36.5 g (0.1 mol) of p-chlorobenzyl 4'-acetyl-4-biphenylcarboxylate, 150 ml of chloroform and 50 ml of ethanol were supplied into a four-necked flask equipped with a stirrer and a thermometer. Then 3.8 g (0.1 mol) of sodium borohydride was added at 15°-25° C. over a period of 10 minutes. The mixture was maintained at the same temperature for 2 hours. The reaction mixture was poured into ice-water and extracted twice with 200 ml of ethyl acetate. The organic layer was washed with water and concent... Reactants: COC1=CC=C(CC(C(=O)OC)C(=O)C)C=C1 (methyl 2-(4-methoxy-benzyl)acetoacetate), O (water), Cl.C(C)(=N)N (acetoamidine hydrochloride), C[O-].[Na+] (sodium methoxide). Solvent: CO (methanol), CO (methanol). Conditions: time 5 minute. Product: COC1=CC=C(CC=2C(NC(=NC2C)C)=O)C=C1 (5-(4-methoxybenzyl)-2,6-dimethyl-3H-pyrimidin-4-one). As a reaction SMILES: Cl.[C:2]([NH2:5])(=[NH:4])[CH3:3].C[O-].[Na+].[CH3:9][O:10][C:11]1[CH:25]=[CH:24][C:14]([CH2:15][CH:16]([C:21]([CH3:23])=O)[C:17](OC)=[O:18])=[CH:13][CH:12]=1.O>CO>[CH3:9][O:10][C:11]1[CH:25]=[CH:24][C:14]([CH2:15][C:16]2[C:17](=[O:18])[NH:4][C:2]([CH3:3])=[N:5][C:21]=2[CH3:23])=[CH:13][CH:12]=1 |f:0.1,2.3|. Procedure: A suspension of methyl acetoacetate (3.2 mL) 4-methoxy-benzyl chloride (4.1 mL), lithium bromide (2.6 g) and diisopropylethylamine (5.2 mL) in tetrahydrofuran (60 mL) was heated under reflux for 15 hours. After the reaction mixture was cooled to room temperature, saturated aqueous ammonium chloride solution was added to the reaction mixture, and the mixture was extracted with diethyl ether. The organic layer was washed with water, dried over anhydrous magnesium sulfate and concentrated under red... Starting materials: product, C(C)(C)(C)OC([C@H]1N(CCC1)C(CCSC([C@@H](N)CC1=C(C=CC=C1)C(C1=CC=CC=C1)=O)=O)=O)=O (2-benzoylphenylalanylthiopropanoy L-proline-t-butyl ester), FC(C(=O)O)(F)F (trifluoroacetic acid). Run in C1(=CC=CC=C1)OC (anisole). Reaction conditions: time 3 hour. The product is C(C1=CC=CC=C1)(=O)C1=C(C[C@H](N)C(=O)SCCC(=O)N2[C@H](C(=O)O)CCC2)C=CC=C1 (N-(2-benzoylphenylalanylthiopropanoyl)-L-proline). As a reaction SMILES: C([O:5][C:6](=[O:36])[C@@H:7]1[CH2:11][CH2:10][CH2:9][N:8]1[C:12](=[O:35])[CH2:13][CH2:14][S:15][C:16](=[O:34])[C@H:17]([CH2:19][C:20]1[CH:25]=[CH:24][CH:23]=[CH:22][C:21]=1[C:26](=[O:33])[C:27]1[CH:32]=[CH:31][CH:30]=[CH:29][CH:28]=1)[NH2:18])(C)(C)C.FC(F)(F)C(O)=O>C1(OC)C=CC=CC=1>[C:26]([C:21]1[CH:22]=[CH:23][CH:24]=[CH:25][C:20]=1[CH2:19][C@@H:17]([C:16]([S:15][CH2:14][CH2:13][C:12]([N:8]1[CH2:9][CH2:10][CH2:11][C@H:7]1[C:6]([OH:36])=[O:5])=[O:35])=[O:34])[NH2:18])(=[O:33])[C:27]1[CH:32]=[CH:31][CH:30]=[CH:29][CH:28]=1. Procedure: The product of Example 17, N-(2-benzoylphenylalanylthiopropanoy L-proline-t-butyl ester, 1.25 g, was suspended in 4 ml anisole and with 8 ml trifluoroacetic acid for 1 hour at room temperature with stirring. In view of the fact that some starting material was later recovered, the reaction time should be increased. Trifluoroacetic acid was removed with a rotary evaporator under high vacuum. The residue was dissolved in 1 ml THF and chromatographed on a 2.2 cm×99 cm column of Sephadex LH-20 eluted...